describe an organic reaction: reactants, conditions, products, and yield From a dataset of the Open Reaction Database (ORD), a public repository of structured organic reaction records. Reactants: Cl.Cl.NC1=CC(=C(C(=O)NCC2CCNCC2)C=C1Cl)OC (4-Amino-5-chloro-2-methoxy-N-(piperidin-4-ylmethyl)benzamide dihydrochloride), C([O-])([O-])=O.[K+].[K+] (potassium carbonate), BrCCCCCC(=O)C1=CC=C(C=C1)CC (6-bromo-1-(4-ethylphenyl)-1-hexanone). Product: NC1=CC(=C(C(=O)NCC2CCN(CC2)CCCCCC(=O)C2=CC=C(C=C2)CC)C=C1Cl)OC (4-amino-5-chloro-N-((1-(6-(4-ethylphenyl)-6-oxohexyl)piperidin-4-yl)methyl)-2-methoxybenzamide). Yield: 22.9%. Reaction SMILES: Cl.Cl.[NH2:3][C:4]1[C:19]([Cl:20])=[CH:18][C:7]([C:8]([NH:10][CH2:11][CH:12]2[CH2:17][CH2:16][NH:15][CH2:14][CH2:13]2)=[O:9])=[C:6]([O:21][CH3:22])[CH:5]=1.C(=O)([O-])[O-].[K+].[K+].Br[CH2:30][CH2:31][CH2:32][CH2:33][CH2:34][C:35]([C:37]1[CH:42]=[CH:41][C:40]([CH2:43][CH3:44])=[CH:39][CH:38]=1)=[O:36]>>[NH2:3][C:4]1[C:19]([Cl:20])=[CH:18][C:7]([C:8]([NH:10][CH2:11][CH:12]2[CH2:13][CH2:14][N:15]([CH2:30][CH2:31][CH2:32][CH2:33][CH2:34][C:35]([C:37]3[CH:42]=[CH:41][C:40]([CH2:43][CH3:44])=[CH:39][CH:38]=3)=[O:36])[CH2:16][CH2:17]2)=[O:9])=[C:6]([O:21][CH3:22])[CH:5]=1 |f:0.1.2,3.4.5|. Procedure details: 4-Amino-5-chloro-2-methoxy-N-(piperidin-4-ylmethyl)benzamide dihydrochloride (1.1 g) as starting compound, potassium carbonate (1.0 g) and 6-bromo-1-(4-ethylphenyl)-1-hexanone (0.94 g) were reacted and treated in the same manner as in Example 172 to give 0.34 g of 4-amino-5-chloro-N-((1-(6-(4-ethylphenyl)-6-oxohexyl)piperidin-4-yl)methyl)-2-methoxybenzamide. Starting materials: COc1ccc(N2CCOCC2)c2sc(NC(=O)c3ccnc(Br)c3)nc12, CN(C)CCO, [H-], [Na+], C1COCCO1, CN(C)C=O. The product is COc1ccc(N2CCOCC2)c2sc(NC(=O)c3ccnc(OCCN(C)C)c3)nc12. As a reaction SMILES: [Br:1][c:2]1[cH:3][c:4]([C:5](=[O:6])[NH:7][c:8]2[s:9][c:10]3[c:11]([n:12]2)[c:13]([O:23][CH3:24])[cH:14][cH:15][c:16]3[N:17]2[CH2:18][CH2:19][O:20][CH2:21][CH2:22]2)[cH:25][cH:26][n:27]1.[CH3:30][N:31]([CH2:32][CH2:33][OH:34])[CH3:35].[H-:28].[Na+:29].[O:36]1[CH2:37][CH2:38][O:39][CH2:40][CH2:41]1.[O:42]=[CH:43][N:44]([CH3:45])[CH3:46]>>[c:2]1([O:34][CH2:33][CH2:32][N:31]([CH3:30])[CH3:35])[cH:3][c:4]([C:5](=[O:6])[NH:7][c:8]2[s:9][c:10]3[c:11]([n:12]2)[c:13]([O:23][CH3:24])[cH:14][cH:15][c:16]3[N:17]2[CH2:18][CH2:19][O:20][CH2:21][CH2:22]2)[cH:25][cH:26][n:27]1.